Dataset: the Open Reaction Database (ORD), a public repository of structured organic reaction records. Task: describe an organic reaction: reactants, conditions, products, and yield Starting materials: ClC1=C(C(=CC=C1)Cl)N1C=2N(C3=C(C1=O)C=NC(=N3)NC3=CC=C1C4(CN(CC1=C3)C(=O)OC(C)(C)C)CC4)C=CN2 (tert-butyl 7′-{[6-(2,6-dichlorophenyl)-5-oxo-5,6-dihydroimidazo[1,2-a]pyrimido[5,4-e]pyrimidin-2-yl]amino}-1′H-spiro[cyclopropane-1,4′-isoquinoline]-2′(3′H)-carboxylate), C(=O)(C(F)(F)F)O (TFA). The solvent is ClCCl (dichloromethane). Run at time 1 hour. The product is ClC1=C(C(=CC=C1)Cl)N1C=2N(C3=C(C1=O)C=NC(=N3)NC3=CC=C1C4(CNCC1=C3)CC4)C=CN2 (6-(2,6-dichlorophenyl)-2-(2′,3′-dihydro-1′H-spiro[cyclopropane-1,4′-isoquinolin]-7′-ylamino)imidazo[1,2-a]pyrimido[5,4-e]pyrimidin-5(6H)-one). As a reaction SMILES: [Cl:1][C:2]1[CH:7]=[CH:6][CH:5]=[C:4]([Cl:8])[C:3]=1[N:9]1[C:14](=[O:15])[C:13]2[CH:16]=[N:17][C:18]([NH:20][C:21]3[CH:30]=[C:29]4[C:24]([C:25]5([CH2:39][CH2:38]5)[CH2:26][N:27](C(OC(C)(C)C)=O)[CH2:28]4)=[CH:23][CH:22]=3)=[N:19][C:12]=2[N:11]2[CH:40]=[CH:41][N:42]=[C:10]12.C(O)(C(F)(F)F)=O>ClCCl>[Cl:8][C:4]1[CH:5]=[CH:6][CH:7]=[C:2]([Cl:1])[C:3]=1[N:9]1[C:14](=[O:15])[C:13]2[CH:16]=[N:17][C:18]([NH:20][C:21]3[CH:30]=[C:29]4[C:24]([C:25]5([CH2:38][CH2:39]5)[CH2:26][NH:27][CH2:28]4)=[CH:23][CH:22]=3)=[N:19][C:12]=2[N:11]2[CH:40]=[CH:41][N:42]=[C:10]12. Procedure: To a solution of Example 109A (0.12 g, 0.2 mmol) in 3 ml dichloromethane was added excess TFA. The reaction mixture was stirred at room temperature for one hour. The mixture was concentrated and the crude material was dried over high vacuum to provide the title compound. 1H NMR (300 MHz, DMSO-d6) δ 0.87-1.27 (m, 4H) 3.18-3.38 (m, 2H) 4.34-4.58 (m, 2H) 6.94 (d, J=8.48 Hz, 1H) 7.13 (d, J=1.70 Hz, 1H) 7.39-8.01 (m, 6H) 8.91-9.45 (m, 3H) 10.88 (s, 1H). MS (ESI+) m/z 504.2 (M+H)+.